Dataset: the Open Reaction Database (ORD), a public repository of structured organic reaction records. Task: describe an organic reaction: reactants, conditions, products, and yield Reactants: CCOC(=O)C.CCCCCCC (EtOAc heptane), [H-].[Na+] (sodium hydride), C[C@@H](CO)CO[Si](C(C)C)(C(C)C)C(C)C ((S)-2-methyl-3-triisopropylsilanyloxypropan-1-ol), CI (methyl iodide). Solvent: CN(C=O)C (N,N-dimethylformamide), COC(C)(C)C (tert-butyl methyl ether). Reaction conditions: time 60 hour. Yields the product C(C)(C)[Si](OC[C@H](COC)C)(C(C)C)C(C)C (Triisopropyl-((S)-3-methoxy-2-methylpropoxy)silane). RXN SMILES: [H-].[Na+].[CH3:3][C@H:4]([CH2:7][O:8][Si:9]([CH:16]([CH3:18])[CH3:17])([CH:13]([CH3:15])[CH3:14])[CH:10]([CH3:12])[CH3:11])[CH2:5][OH:6].CI.[CH3:21]COC(C)=O.CCCCCCC>CN(C)C=O.COC(C)(C)C>[CH:13]([Si:9]([CH:10]([CH3:11])[CH3:12])([CH:16]([CH3:18])[CH3:17])[O:8][CH2:7][C@@H:4]([CH3:3])[CH2:5][O:6][CH3:21])([CH3:15])[CH3:14] |f:0.1,4.5|. Procedure details: 3.09 g of sodium hydride (60% dispersion in oil) are added to a solution of 9.55 g of (S)-2-methyl-3-triisopropylsilanyloxypropan-1-ol [256643-28-4] and 7.3 ml of methyl iodide in 70 ml of N,N-dimethylformamide at 0° C. After 60 hours at room temperature, the reaction mixture is diluted with tert-butyl methyl ether and washed successively with water and brine, dried with sodium sulfate and evaporated. The residue is purified by flash chromatography (SiO2 60F) to afford the title as a yellow oil.... Starting materials: ClC=1C=NC=C(C1NC(C1=CC(=C(C=C1)OC)OC1CCCC1)=O)Cl (N-(3,5-dichloropyrid-4-yl)-3-cyclopentyloxy-4-methoxybenzamide), P(=O)(Cl)(Cl)Cl (phosphoryl chloride), C(C1=CC=CC=C1)N (benzylamine). Solvent: CN(C1=CC=CC=C1)C (N, N-dimethylaniline). The product is C(C1=CC=CC=C1)NC(C1=CC(=C(C=C1)OC)OC1CCCC1)=NC1=C(C=NC=C1Cl)Cl (N-Benzyl-N'-(3,5-dichloropyrid-4-yl)-3-cyclopentyloxy-4-methoxybenzamidine). Yield: 50.6%. As a reaction SMILES: [Cl:1][C:2]1[CH:3]=[N:4][CH:5]=[C:6]([Cl:25])[C:7]=1[NH:8][C:9](=O)[C:10]1[CH:15]=[CH:14][C:13]([O:16][CH3:17])=[C:12]([O:18][CH:19]2[CH2:23][CH2:22][CH2:21][CH2:20]2)[CH:11]=1.P(Cl)(Cl)(Cl)=O.[CH2:31]([NH2:38])[C:32]1[CH:37]=[CH:36][CH:35]=[CH:34][CH:33]=1>CN(C)C1C=CC=CC=1>[CH2:31]([NH:38][C:9](=[N:8][C:7]1[C:2]([Cl:1])=[CH:3][N:4]=[CH:5][C:6]=1[Cl:25])[C:10]1[CH:15]=[CH:14][C:13]([O:16][CH3:17])=[C:12]([O:18][CH:19]2[CH2:23][CH2:22][CH2:21][CH2:20]2)[CH:11]=1)[C:32]1[CH:37]=[CH:36][CH:35]=[CH:34][CH:33]=1. Reported procedure: A solution of N-(3,5-dichloropyrid-4-yl)-3-cyclopentyloxy-4-methoxybenzamide (1 gram, 2.62 mmol) in phosphoryl chloride (15 milliliters, 161 mmol) and N, N-dimethylaniline (0.75 milliliters) was refluxed under nitrogen for 20 hours. The mixture was cooled to room temperature, volatiles removed in-vacuo, and the brown residue azeotroped with toluene (3×20 milliliters). The crude imino chloride was dissolved in toluene (15 milliliters), an excess of benzylamine (2.57 milliliters, 23.58 mmol) was a... Starting materials: BrC=1C=C(C=CC1)N1C=NC2=C1C=CC(=C2)CN2C(C1=CC=CC=C1C2=O)=O (2-[1-(3-bromophenyl)-1H-benzimidazol-5-ylmethyl]-isoindole-1,3-dione), N1=CC(=CC=C1)B(O)O (3-pyridineboronic acid), C([O-])([O-])=O.[K+].[K+] (potassium carbonate), C(CCO)O (1,3-propanediol), resultant mixture. Reagents/catalysts: Cl[Pd]([P](C1=CC=CC=C1)(C2=CC=CC=C2)C3=CC=CC=C3)([P](C4=CC=CC=C4)(C5=CC=CC=C5)C6=CC=CC=C6)Cl (dichlorobis(triphenylphosphine)palladium(II)). The solvent is C(OC)COC (dimethoxyethane), O (water). The product is N1=CC(=CC=C1)C=1C=C(C=CC1)N1C=NC2=C1C=CC(=C2)CN2C(C1=CC=CC=C1C2=O)=O (2-[1-(3-(Pyridin-3-yl)-phenyl)-1H-benzoimidazol-5-ylmethyl]-isoindole-1,3-dione). Reaction SMILES: Br[C:2]1[CH:3]=[C:4]([N:8]2[C:12]3[CH:13]=[CH:14][C:15]([CH2:17][N:18]4[C:26](=[O:27])[C:25]5[C:20](=[CH:21][CH:22]=[CH:23][CH:24]=5)[C:19]4=[O:28])=[CH:16][C:11]=3[N:10]=[CH:9]2)[CH:5]=[CH:6][CH:7]=1.[N:29]1[CH:34]=[CH:33][CH:32]=[C:31](B(O)O)[CH:30]=1.C(=O)([O-])[O-].[K+].[K+].C(O)CCO>C(COC)OC.O.Cl[Pd](Cl)([P](C1C=CC=CC=1)(C1C=CC=CC=1)C1C=CC=CC=1)[P](C1C=CC=CC=1)(C1C=CC=CC=1)C1C=CC=CC=1>[N:29]1[CH:34]=[CH:33][CH:32]=[C:31]([C:2]2[CH:3]=[C:4]([N:8]3[C:12]4[CH:13]=[CH:14][C:15]([CH2:17][N:18]5[C:19](=[O:28])[C:20]6[C:25](=[CH:24][CH:23]=[CH:22][CH:21]=6)[C:26]5=[O:27])=[CH:16][C:11]=4[N:10]=[CH:9]3)[CH:5]=[CH:6][CH:7]=2)[CH:30]=1 |f:2.3.4,^1:58,77|. Procedure details: A mixture of 2-[1-(3-bromophenyl)-1H-benzimidazol-5-ylmethyl]-isoindole-1,3-dione (1.10 g, 2.54 mmol), 3-pyridineboronic acid (0.47 g, 3.82 mmol), potassium carbonate (1.06 g, 7.63 mmol), 1,3-propanediol (0.92 ml, 12.72 mmol) and dichlorobis(triphenylphosphine)palladium(II) (0.1 g) in a mixture of dimethoxyethane (20 ml) and water (10 ml) was stirred at reflux in a nitrogen atmosphere for 20 min. The resultant mixture was cooled and volatile material was removed in vacuo. The product precipitate... Reactants: Cc1nc(-c2ccc(Cl)cc2)sc1C(=O)O, ClC(Cl)(Cl)Cl, CC(C)(C#N)N=NC(C)(C)C#N, O=C1CCC(=O)N1Br. Yields the product O=C(O)c1sc(-c2ccc(Cl)cc2)nc1CBr. RXN SMILES: [Cl:1][c:2]1[cH:3][cH:4][c:5](-[c:8]2[s:9][c:10]([C:14](=[O:15])[OH:16])[c:11]([CH3:13])[n:12]2)[cH:6][cH:7]1.[Cl:37][C:38]([Cl:39])([Cl:40])[Cl:41].[N:25]#[C:26][C:27]([N:28]=[N:29][C:30]([C:31]#[N:32])([CH3:33])[CH3:34])([CH3:35])[CH3:36].[O:17]=[C:18]1[N:19]([Br:24])[C:20](=[O:21])[CH2:22][CH2:23]1>>[Cl:1][c:2]1[cH:3][cH:4][c:5](-[c:8]2[s:9][c:10]([C:14](=[O:15])[OH:16])[c:11]([CH2:13][Br:24])[n:12]2)[cH:6][cH:7]1. Reactants: COC(CCCCCC=O)=O (methyl-6-formylhexanoate), CC(C)([O-])C.[K+] (potassium t-butoxide), CS(=O)C (dimethylsulfoxide), CS(=O)C (dimethylsulfoxide), [Br-].COC1=CC=C2C(CCC2=C1)[P+](C1=CC=CC=C1)(C1=CC=CC=C1)C1=CC=CC=C1 ((6-methoxy-3-indanyl)triphenylphosphonium bromide), ice water. Solvent: CCCCCC (hexane). Run at time 1 hour. Yields the product COC(CCCCCCC1=CCC2=CC(=CC=C12)OC)=O (6-Methoxy-3-indeneheptanoic acid methyl ester). RXN SMILES: CC(C)([O-])C.[K+].CS(C)=O.[Br-].[CH3:12][O:13][C:14]1[CH:22]=[C:21]2[C:17]([CH:18]([P+](C3C=CC=CC=3)(C3C=CC=CC=3)C3C=CC=CC=3)[CH2:19][CH2:20]2)=[CH:16][CH:15]=1.[CH3:42][O:43][C:44](=[O:52])[CH2:45][CH2:46][CH2:47][CH2:48][CH2:49][CH:50]=O>CCCCCC>[CH3:42][O:43][C:44](=[O:52])[CH2:45][CH2:46][CH2:47][CH2:48][CH2:49][CH2:50][C:18]1[C:17]2[C:21](=[CH:22][C:14]([O:13][CH3:12])=[CH:15][CH:16]=2)[CH2:20][CH:19]=1 |f:0.1,3.4|. Reported procedure: To a stirred solution of 9.625 g. of potassium t-butoxide in 60 ml. of dimethylsulfoxide is added dropwise a solution of 40 g. of the phosphonium salt of Example 1 in 300 ml. of dimethylsulfoxide. After six minutes an equimolar amount (12.93 g.) of methyl-6-formylhexanoate is added dropwise just discharging the red color of the reaction mixture. The mixture is stirred for 1 hour at room temperature, and then poured into 1 liter of ice-water and 350 ml. of hexane. It is shaken, the white tripheny... Starting materials: C1(=CC=CC=C1)CCP(CCC1=CC=CC=C1)=O (Di-(2-phenylethyl)phosphine Oxide), Cl[O-].[Na+] (sodium hypochlorite). Reaction conditions: time 1 hour. The product is C1(=CC=CC=C1)CCP(O)(=O)CCC1=CC=CC=C1 (Di-(2-phenylethyl)phosphinic Acid). Reaction SMILES: [C:1]1([CH2:7][CH2:8][PH:9](=[O:18])[CH2:10][CH2:11][C:12]2[CH:17]=[CH:16][CH:15]=[CH:14][CH:13]=2)[CH:6]=[CH:5][CH:4]=[CH:3][CH:2]=1.Cl[O-:20].[Na+]>>[C:1]1([CH2:7][CH2:8][P:9]([CH2:10][CH2:11][C:12]2[CH:17]=[CH:16][CH:15]=[CH:14][CH:13]=2)(=[O:20])[OH:18])[CH:2]=[CH:3][CH:4]=[CH:5][CH:6]=1 |f:1.2|. Reported procedure: The resultant compound of Example 9 (250 mg, 0.97 mmol) was added to 10 ml of 5.25% sodium hypochlorite. The resulting solution was stirred vigorously for 1 h, acidified, extracted with chloroform, washed with 1N HCl and saturated brine, dried over MgSO4, and concentrated in vacuo to give 217 mg (82%) of the desired compound (Rf 0.12, 20% methanol in chloroform) as a glass. 1H NMR (CDCl3) δ 2.0-2.1 (m, 4H), 2.9-3.0 (m, 4H), 7.15-7.4 (m, 10H). Mass spectrum (M+H)+ =275.